Dataset: the Open Reaction Database (ORD), a public repository of structured organic reaction records. Task: describe an organic reaction: reactants, conditions, products, and yield Starting materials: CN(CCCl)Cc1ccccc1, Cc1ccccc1, Cl, [H-], [Na+], CN(C)C=O, COc1ccc(O)c(C=O)c1. Yields the product COc1ccc(OCCN(C)Cc2ccccc2)c(C=O)c1. As a reaction SMILES: [CH2:14]([c:15]1[cH:16][cH:17][cH:18][cH:19][cH:20]1)[N:21]([CH3:22])[CH2:23][CH2:24][Cl:25].[CH3:32][c:33]1[cH:34][cH:35][cH:36][cH:37][cH:38]1.[ClH:26].[H-:12].[Na+:13].[O:27]=[CH:28][N:29]([CH3:30])[CH3:31].[OH:1][c:2]1[c:3]([CH:4]=[O:5])[cH:6][c:7]([O:10][CH3:11])[cH:8][cH:9]1>>[O:1]([c:2]1[c:3]([CH:4]=[O:5])[cH:6][c:7]([O:10][CH3:11])[cH:8][cH:9]1)[CH2:24][CH2:23][N:21]([CH2:14][c:15]1[cH:16][cH:17][cH:18][cH:19][cH:20]1)[CH3:22]. Reactants: COC1=C(C=CC=C1)C(C)=O (2′-methoxyacetophenone), C(#N)CC(=O)OCC (ethyl cyanoacetate), C(#N)CC(=O)OCC (ethyl cyanoacetate), C(C)(=O)[O-].[NH4+] (ammonium acetate). The solvent is C1=CC=CC=C1 (benzene), C(C)(=O)O (acetic acid), C(C)(=O)OCC (ethyl acetate), C(C)(=O)O (acetic acid). Run at time 10 hour. Yields the product C(C)OC(C(=C(C)C1=C(C=CC=C1)OC)C#N)=O (2-Cyano-3-(2-methoxyphenyl)-but-2-enoic acid ethyl ester). Reaction SMILES: [CH3:1][O:2][C:3]1[CH:8]=[CH:7][CH:6]=[CH:5][C:4]=1[C:9](=O)[CH3:10].[C:12]([CH2:14][C:15]([O:17][CH2:18][CH3:19])=[O:16])#[N:13].C([O-])(=O)C.[NH4+]>C(OCC)(=O)C.C(O)(=O)C.C1C=CC=CC=1>[CH2:18]([O:17][C:15](=[O:16])[C:14]([C:12]#[N:13])=[C:9]([C:4]1[CH:5]=[CH:6][CH:7]=[CH:8][C:3]=1[O:2][CH3:1])[CH3:10])[CH3:19] |f:2.3|. Reported procedure: A mixture of 2′-methoxyacetophenone (50 mmol), ethyl cyanoacetate (50 mmol), acetic acid (1.14 mL) ammonium acetate (400 mg), and benzene (50 mL) is heated to reflux in a Dean-Stark apparatus. After approximately 10 hours, additional ethyl cyanoacetate (50 mmol), acetic acid (1.14 mL), and ammonium acetate (400 mg) are added. After an additional 10 hours, the reaction is cooled to room temperature, diluted with ethyl acetate (30 mL), washed with water (240 mL), brine (40 mL), and dried (Na2SO4).... Starting materials: CCOC(=O)c1cnc(N)c2c(COc3cc(-c4nnc(C)n4Cc4ccc(OC)cc4)ccc3C)csc12, CS(C)=O, NCCO, O. Yields the product COc1ccc(Cn2c(C)nnc2-c2ccc(C)c(OCc3csc4c(C(=O)NCCO)cnc(N)c34)c2)cc1. Reaction SMILES: [CH2:5]([O:7][C:8](=[O:6])[c:10]1[c:11]2[c:12]([c:13]([NH2:16])[n:14][cH:15]1)[c:17]([CH2:20][O:21][c:22]1[c:23]([CH3:43])[cH:24][cH:25][c:26](-[c:28]3[n:29][n:30][c:31]([CH3:42])[n:32]3[CH2:33][c:34]3[cH:35][cH:36][c:37]([O:40][CH3:41])[cH:38][cH:39]3)[cH:27]1)[cH:18][s:19]2)[CH3:9].[CH3:44][S:45]([CH3:46])=[O:47].[NH2:1][CH2:2][CH2:3][OH:4].[OH2:48]>>[NH:1]([CH2:2][CH2:3][OH:4])[C:8](=[O:7])[c:10]1[c:11]2[c:12]([c:13]([NH2:16])[n:14][cH:15]1)[c:17]([CH2:20][O:21][c:22]1[c:23]([CH3:43])[cH:24][cH:25][c:26](-[c:28]3[n:29][n:30][c:31]([CH3:42])[n:32]3[CH2:33][c:34]3[cH:35][cH:36][c:37]([O:40][CH3:41])[cH:38][cH:39]3)[cH:27]1)[cH:18][s:19]2.